This data is from the Open Reaction Database (ORD), a public repository of structured organic reaction records. The task is: describe an organic reaction: reactants, conditions, products, and yield Run in CC(C)O (isopropyl alcohol), CC(C)O (isopropylalcohol). The reagents and catalysts are O=C(O)C(F)(F)F (trifluoroacetic acid). As a reaction SMILES: CC1=CC=C(N)N=C1.[C-]#[N+]C1CCCCC1.BrC1=CC=C2OCOC2=C1C=O>>CC1=CN2C(C=C1)=NC(=C2NC1CCCCC1)C1=C(Br)C=CC2=C1OCO2. Yields the product Cc1ccc2nc(c3c(ccc4c3OCO4)[Br])c(NC3CCCCC3)n2c1. Starting materials: C1Oc2ccc(c(C=O)c2O1)[Br], CC1=CN=C(C=C1)N, [C-]#[N+]C1CCCCC1. Reaction conditions: temperature 22 celsius, time 20 hour. The yield is 0.0%. Reactants: C(C1=CC=CC=C1)(=O)Cl (benzoyl chloride), C(CC)O[C@H]1[C@@H](O[C@@H]([C@H]1O)CO)N1C(=O)N=C(N)C=C1 (2′-O-propylcytidine), mixture, [Cl-] (chloride), [NH4+].[OH-] (NH4OH). Run in N1=CC=CC=C1 (pyridine), O (H2O). Reaction conditions: time 30 minute. Yields the product C(C1=CC=CC=C1)(=O)NC1=NC(N([C@H]2[C@H](OCCC)[C@H](O)[C@@H](CO)O2)C=C1)=O (N4-Benzoyl-2′-O-propylcytidine). RXN SMILES: [CH2:1]([O:4][C@@H:5]1[C@H:9]([OH:10])[C@@H:8]([CH2:11][OH:12])[O:7][C@H:6]1[N:13]1[CH:20]=[CH:19][C:17]([NH2:18])=[N:16][C:14]1=[O:15])[CH2:2][CH3:3].[Cl-].[C:22](Cl)(=[O:29])[C:23]1[CH:28]=[CH:27][CH:26]=[CH:25][CH:24]=1.[NH4+].[OH-]>O.N1C=CC=CC=1>[C:22]([NH:18][C:17]1[CH:19]=[CH:20][N:13]([C@@H:6]2[O:7][C@H:8]([CH2:11][OH:12])[C@@H:9]([OH:10])[C@H:5]2[O:4][CH2:1][CH2:2][CH3:3])[C:14](=[O:15])[N:16]=1)(=[O:29])[C:23]1[CH:28]=[CH:27][CH:26]=[CH:25][CH:24]=1 |f:3.4|. Reported procedure: To the 2′-O-propylcytidine reaction mixture of Example 82 in an ice bath was added pyridine (60 ml) and trimethylsilIyl chloride (60 ml). The reaction was stirred for 30 mins followed by the addition of benzoyl chloride (55 ml). The resulting reaction mixture was stirred for 2.5 hr. and then cooled in an ice bath. H2O (100 ml) and conc. NH4OH (100 ml) were added. After stirring for 30 mins, the reaction mixture was evaporated and the residue partition between H2O and CH2Cl2. The organic phase wa... The reactants are O=C(CI)NC1c2ccccc2CC1NC(=O)c1cc2cc(Cl)ccc2[nH]1, [Na+], [Na+], O=C([O-])[O-], C1COCCO1, O. Product: O=C(CO)NC1c2ccccc2CC1NC(=O)c1cc2cc(Cl)ccc2[nH]1. Reaction SMILES: [Cl:1][c:2]1[cH:3][c:4]2[cH:5][c:6]([C:11](=[O:12])[NH:13][CH:14]3[CH:15]([NH:23][C:24]([CH2:25][I:26])=[O:27])[c:16]4[cH:17][cH:18][cH:19][cH:20][c:21]4[CH2:22]3)[nH:7][c:8]2[cH:9][cH:10]1.[Na+:28].[Na+:29].[O-:30][C:31](=[O:32])[O-:33].[O:35]1[CH2:36][CH2:37][O:38][CH2:39][CH2:40]1.[OH2:34]>>[Cl:1][c:2]1[cH:3][c:4]2[cH:5][c:6]([C:11](=[O:12])[NH:13][CH:14]3[CH:15]([NH:23][C:24]([CH2:25][OH:30])=[O:27])[c:16]4[cH:17][cH:18][cH:19][cH:20][c:21]4[CH2:22]3)[nH:7][c:8]2[cH:9][cH:10]1. The reactants are ( 32 ), CCOCC (Ether), [Na+].[Cl-] (NaCl), C1OC2(C[C@]3(CCN(C([C@H]3CC2)=O)C)C2=CC(=CC=C2)OC)OC1 (cis-6,6-Ethylenedioxy-4a-(3'-methoxyphenyl)-2-methyl-1-oxodecahydroisoquinoline), C(=O)OCC=1C(N(CCC1C1=CC(=CC=C1)OC)C)=O (3-Formyloxymethyl-4-(3'-methoxyphenyl)-1-methyl-5,6-dihydro-2-pyridone), ( 100 ). The solvent is C1CCOC1 (THF). Conditions: time 60 hour. Yields the product O=C1N(CC[C@@]2(CC(CC[C@H]12)=O)C1=CC(=CC=C1)OC)C (cis-1,6-Dioxo-4a-(3'-methoxyphenyl)-2-methyldecahydroisoquinoline). As a reaction SMILES: C1CO[C:3]2([CH2:12][CH2:11][C@H:10]3[C@:5]([C:15]4[CH:20]=[CH:19][CH:18]=[C:17]([O:21][CH3:22])[CH:16]=4)([CH2:6][CH2:7][N:8]([CH3:14])[C:9]3=[O:13])[CH2:4]2)[O:2]1.CCOCC.[Na+].[Cl-].C(OCC1C(=O)N(C)CCC=1C1C=CC=C(OC)C=1)=O>C1COCC1>[O:13]=[C:9]1[C@@H:10]2[C@@:5]([C:15]3[CH:20]=[CH:19][CH:18]=[C:17]([O:21][CH3:22])[CH:16]=3)([CH2:4][C:3](=[O:2])[CH2:12][CH2:11]2)[CH2:6][CH2:7][N:8]1[CH3:14] |f:2.3|. Procedure details: Ketal cis-34 (Example 16) (20 mg, 0.06 mmol) was dissolved in 1:1 THF/1 N H2SO4 (2 mL) and stirred for 60 h. Ether (2 mL) and saturated NaCl (1 mL) were added, the aqueous phase washed with ether (1 mL), and the combined organic phases washed with saturated NaCl (2 mL), dried, and evaporated to yield 17 mg (99%) of pure cis-9: NMR δ 7.30 (t,J=9 Hz, 1H), 6.9 (m, 3H), 3.78 (s, 3H), 7.87 (s, 3H), 2.63 (s, 2H); IR 1712, 1634, 1603, 1580 cm-1 ; mass spectrum m/e (rel intensity) 287 (32), 218 (26), 55... As a reaction SMILES: [CH3:1][C:2]1[CH:3]=[CH:4][C:5]2[N:6]([CH:8]=[C:9]([C:11]3[CH:17]=[CH:16][C:14]([NH2:15])=[CH:13][CH:12]=3)[N:10]=2)[CH:7]=1.[CH3:18][O:19][C:20]1[CH:28]=[CH:27][C:23]([C:24](Cl)=[O:25])=[CH:22][C:21]=1[C:29]([F:32])([F:31])[F:30].CCOC(C)=O.CCCCCC>N1C=CC=CC=1>[CH3:18][O:19][C:20]1[CH:28]=[CH:27][C:23]([C:24]([NH:15][C:14]2[CH:16]=[CH:17][C:11]([C:9]3[N:10]=[C:5]4[CH:4]=[CH:3][C:2]([CH3:1])=[CH:7][N:6]4[CH:8]=3)=[CH:12][CH:13]=2)=[O:25])=[CH:22][C:21]=1[C:29]([F:30])([F:31])[F:32] |f:2.3|. Reactants: Amide, CCOC(=O)C.CCCCCC (EtOAc Hexane), CC=1C=CC=2N(C1)C=C(N2)C2=CC=C(N)C=C2 (4-(6-methylimidazo[1,2-a]pyridin-2-yl)aniline), COC1=C(C=C(C(=O)Cl)C=C1)C(F)(F)F (4-methoxy-3-trifluoromethylbenzoyl chloride). Reported procedure: Prepared as described in the Amide Coupling section using 4-(6-methylimidazo[1,2-a]pyridin-2-yl)aniline (0.20 g, 0.897 mmol) and 4-methoxy-3-trifluoromethylbenzoyl chloride (0.21 g, 0.897 mmol) in dry pyridine (15 ml) to give the title compound as a colourless solid (0.147 g, 38%) after work-up and flash chromatography (15:1 EtOAc/Hexane). Yields the product COC1=C(C=C(C(=O)NC2=CC=C(C=C2)C=2N=C3N(C=C(C=C3)C)C2)C=C1)C(F)(F)F (4-Methoxy-3-trifluoromethyl-N-[4-(6-methylimidazo[1,2-a]pyridin-2-yl)phenyl]benzamide). Solvent: N1=CC=CC=C1 (pyridine). Yield: 38.5%. Starting materials: ClC=1C2=C(N=C(N1)N)C1=C(S2)CCCC1 (4-chloro-6,7,8,9-tetrahydro-benzo[4,5]thieno[3,2-d]pyrimidin-2-ylamine), C(=O)([O-])[O-].[K+].[K+] (K2CO3), CN1CCNCC1 (N-methylpiperazine). Run in CCO (EtOH). Reaction conditions: time 22 hour. The product is CN1CCN(CC1)C=1C2=C(N=C(N1)N)C1=C(S2)CCCC1 (4-(4-Methyl-piperazin-1-yl)-6,7,8,9-tetrahydro-benzo[4,5]thieno[3,2-d]pyrimidin-2-ylamine). The yield is 44.5%. Reaction SMILES: Cl[C:2]1[C:3]2[S:11][C:10]3[CH2:12][CH2:13][CH2:14][CH2:15][C:9]=3[C:4]=2[N:5]=[C:6]([NH2:8])[N:7]=1.C([O-])([O-])=O.[K+].[K+].[CH3:22][N:23]1[CH2:28][CH2:27][NH:26][CH2:25][CH2:24]1>CCO>[CH3:22][N:23]1[CH2:28][CH2:27][N:26]([C:2]2[C:3]3[S:11][C:10]4[CH2:12][CH2:13][CH2:14][CH2:15][C:9]=4[C:4]=3[N:5]=[C:6]([NH2:8])[N:7]=2)[CH2:25][CH2:24]1 |f:1.2.3|. Reported procedure: To a solution of 4-chloro-6,7,8,9-tetrahydro-benzo[4,5]thieno[3,2-d]pyrimidin-2-ylamine (0.09 mg, 0.37 mmol) in EtOH (3.7 mL) was added K2CO3 (0.12 g, 0.84 mmol) followed by N-methylpiperazine (0.05 mL, 0.44 mmol). After stirring at rt for 22 h, EtOH was removed under reduced pressure and the mixture was dissolved in CH2Cl2 (5 mL) and poured over H2O (10 mL). The aqueous layer was extracted with CH2Cl2 (3×10 mL). The combined organic layers were washed with brine, such as with a satd. aq. NaCl, ... The reactants are [Si](C1=CC=CC=C1)(C1=CC=CC=C1)(C(C)(C)C)OC[C@H](CC)N1C([C@@](C[C@@H]([C@H]1C1=CC=C(C=C1)Cl)C1=CC(=CC=C1)Cl)(C)C1C(C1)C(=O)OC)=O (Methyl 2-((3R,5R,6S)-1-((S)-1-((tert-butyldiphenylsilyl)oxy)butan-2-yl)-5-(3-chlorophenyl)-6-(4-chlorophenyl)-3-methyl-2-oxopiperidin-3-yl)cyclopropanecarboxylate), [OH-].[Na+] (sodium hydroxide). Run in C1CCOC1 (THF). Reaction conditions: time 24 hour. Product: [Si](C1=CC=CC=C1)(C1=CC=CC=C1)(C(C)(C)C)OC[C@H](CC)N1C([C@@](C[C@@H]([C@H]1C1=CC=C(C=C1)Cl)C1=CC(=CC=C1)Cl)(C)C1C(C1)C(=O)O)=O (2-((3R,5R,6S)-1-((S)-1-(tert-Butyldiphenylsilyloxy)butan-2-yl)-5-(3-chlorophenyl)-6-(4-chlorophenyl)-3-methyl-2-oxopiperidin-3-yl)cyclopropanecarboxylic acid). RXN SMILES: [Si:1]([O:18][CH2:19][C@@H:20]([N:23]1[C@H:28]([C:29]2[CH:34]=[CH:33][C:32]([Cl:35])=[CH:31][CH:30]=2)[C@@H:27]([C:36]2[CH:41]=[CH:40][CH:39]=[C:38]([Cl:42])[CH:37]=2)[CH2:26][C@@:25]([CH:44]2[CH2:46][CH:45]2[C:47]([O:49]C)=[O:48])([CH3:43])[C:24]1=[O:51])[CH2:21][CH3:22])([C:14]([CH3:17])([CH3:16])[CH3:15])([C:8]1[CH:13]=[CH:12][CH:11]=[CH:10][CH:9]=1)[C:2]1[CH:7]=[CH:6][CH:5]=[CH:4][CH:3]=1.[OH-].[Na+]>C1COCC1>[Si:1]([O:18][CH2:19][C@@H:20]([N:23]1[C@H:28]([C:29]2[CH:30]=[CH:31][C:32]([Cl:35])=[CH:33][CH:34]=2)[C@@H:27]([C:36]2[CH:41]=[CH:40][CH:39]=[C:38]([Cl:42])[CH:37]=2)[CH2:26][C@@:25]([CH:44]2[CH2:46][CH:45]2[C:47]([OH:49])=[O:48])([CH3:43])[C:24]1=[O:51])[CH2:21][CH3:22])([C:14]([CH3:17])([CH3:16])[CH3:15])([C:8]1[CH:13]=[CH:12][CH:11]=[CH:10][CH:9]=1)[C:2]1[CH:3]=[CH:4][CH:5]=[CH:6][CH:7]=1 |f:1.2|. Procedure: To a stirred solution of the ester from Example 248, Step E (10 mg, 0.013 mmol) in THF (1.0 mL) was added sodium hydroxide (404 μL, 0.404 mmol, 1M aqueous solution). The reaction was stirred at rt for 24 hours. After this time the reaction was partitioned between EtOAc (30 mL) and 1.0 M HCl (5 mL). The separated organic layer was dried over MgSO4, filtered and evaporated in vacuo to give the title compound as a single diastereomer. Mass Spectrum (ESI) m/z=728.2 (M+1). Reactants: NC=1SC(=C(N1)C(=O)N1[C@H]2C[C@H]2C[C@H]1CN)C1=CC(=CC=C1)F ([2-amino-5-(3-fluoro-phenyl)-thiazol-4-yl]-((1S,3S,5S)-3-aminomethyl-2-aza-bicyclo[3.1.0]hex-2-yl)-methanone), FC=1C=C2C=C(N(C2=CC1)C)C(=O)O (5-fluoro-1-methyl-1H-indole-2-carboxylic acid). The product is NC=1SC(=C(N1)C(=O)N1[C@H]2C[C@H]2C[C@H]1CNC(=O)C=1N(C2=CC=C(C=C2C1)F)C)C1=CC(=CC=C1)F (5-fluoro-1-methyl-1H-indole-2-carboxylic acid {(1S,3S,5S)-2-[2-amino-5-(3-fluoro-phenyl)-thiazole-4-carbonyl]-2-aza-bicyclo[3.1.0]hex-3-ylmethyl}-amide). As a reaction SMILES: [NH2:1][C:2]1[S:3][C:4]([C:17]2[CH:22]=[CH:21][CH:20]=[C:19]([F:23])[CH:18]=2)=[C:5]([C:7]([N:9]2[C@H:14]([CH2:15][NH2:16])[CH2:13][C@H:12]3[C@@H:10]2[CH2:11]3)=[O:8])[N:6]=1.[F:24][C:25]1[CH:26]=[C:27]2[C:31](=[CH:32][CH:33]=1)[N:30]([CH3:34])[C:29]([C:35](O)=[O:36])=[CH:28]2>>[NH2:1][C:2]1[S:3][C:4]([C:17]2[CH:22]=[CH:21][CH:20]=[C:19]([F:23])[CH:18]=2)=[C:5]([C:7]([N:9]2[C@H:14]([CH2:15][NH:16][C:35]([C:29]3[N:30]([CH3:34])[C:31]4[C:27]([CH:28]=3)=[CH:26][C:25]([F:24])=[CH:33][CH:32]=4)=[O:36])[CH2:13][C@H:12]3[C@@H:10]2[CH2:11]3)=[O:8])[N:6]=1. Reported procedure: prepared by reaction of [2-amino-5-(3-fluoro-phenyl)-thiazol-4-yl]-((1S,3S,5S)-3-aminomethyl-2-aza-bicyclo[3.1.0]hex-2-yl)-methanone with 5-fluoro-1-methyl-1H-indole-2-carboxylic acid. LC-MS (basic): tR=0.88 min; [M+H]+=508.1. Run in C(C)O (ethanol). Starting materials: C(C=C)C1(C(NC(NC1=O)=O)=O)C(C)(C)C(=O)OC1=CC=C(C=C1)N (5-allyl-5-(p-aminophenyloxycarbonyl-isopropyl)barbituric acid), [H][H] (hydrogen), ester. The reagents and catalysts are [Pd] (palladium-on-carbon). Procedure: A solution of 750 g. of 5-allyl-5-(p-aminophenyloxycarbonyl-isopropyl)barbituric acid in 15 ml. of ethanol containing 100 mg. of 10% palladium-on-carbon as catalyst was subjected to hydrogenation at room temperature and atmospheric pressure. After one hour, the required amount (180 ml.) of hydrogen had been taken up. The reaction mixture was filtered through Celite, and the filtrate was evaporated to dryness. The residue was chromatographed on 13 g. of silica gel with ethyl acetate as the eluent... The product is C(CC)C1(C(NC(NC1=O)=O)=O)C(C)(C)C(=O)OC1=CC=C(C=C1)N (5-Propyl-5-(p-aminophenyloxycarbonyl-isopropyl)barbituric acid). Conditions: time 1 hour. RXN SMILES: [CH2:1]([C:4]1([C:13]([C:16]([O:18][C:19]2[CH:24]=[CH:23][C:22]([NH2:25])=[CH:21][CH:20]=2)=[O:17])([CH3:15])[CH3:14])[C:9](=[O:10])[NH:8][C:7](=[O:11])[NH:6][C:5]1=[O:12])[CH:2]=[CH2:3].[H][H]>[Pd].C(O)C>[CH2:1]([C:4]1([C:13]([C:16]([O:18][C:19]2[CH:20]=[CH:21][C:22]([NH2:25])=[CH:23][CH:24]=2)=[O:17])([CH3:15])[CH3:14])[C:9](=[O:10])[NH:8][C:7](=[O:11])[NH:6][C:5]1=[O:12])[CH2:2][CH3:3].